This data is from the Open Reaction Database (ORD), a public repository of structured organic reaction records. The task is: describe an organic reaction: reactants, conditions, products, and yield Reactants: C(C1=CC=CC=C1)OC=1C=C2C(=C(NC2=CC1)N)C#N (5-benzyloxy-2-amino-1H-indole-3-carbonitrile), C(=O)([O-])[O-].[Cs+].[Cs+] (Cs2CO3), O (water), CI (methyl iodide). The solvent is CN(C)C=O (DMF). Conditions: time 1 hour. The product is C(C1=CC=CC=C1)OC=1C=C2C(=C(N(C2=CC1)C)N)C#N (5-benzyloxy-2-amino-1-methyl-1H-indole-3-carbonitrile). Isolated yield 88.8%. As a reaction SMILES: [CH2:1]([O:8][C:9]1[CH:10]=[C:11]2[C:15](=[CH:16][CH:17]=1)[NH:14][C:13]([NH2:18])=[C:12]2[C:19]#[N:20])[C:2]1[CH:7]=[CH:6][CH:5]=[CH:4][CH:3]=1.[C:21]([O-])([O-])=O.[Cs+].[Cs+].CI.O>CN(C=O)C>[CH2:1]([O:8][C:9]1[CH:10]=[C:11]2[C:15](=[CH:16][CH:17]=1)[N:14]([CH3:21])[C:13]([NH2:18])=[C:12]2[C:19]#[N:20])[C:2]1[CH:7]=[CH:6][CH:5]=[CH:4][CH:3]=1 |f:1.2.3|. Procedure: A solution of 5-benzyloxy-2-amino-1H-indole-3-carbonitrile (2.96 g; 11.25 mmol) in DMF (20 ml) under argon was treated at room temperature with Cs2CO3 (4.4 g; 13.5 mmol). The mixture was stirred and treated dropwise with methyl iodide (0.84 ml; 13.48 mmol). Stirring was continued for 1 hour when the mixture was poured into water. The precipitate was filtered, washed with water and dried to give 5-benzyloxy-2-amino-1-methyl-1H-indole-3-carbonitrile as a beige solid (2.77 g).